This data is from the Open Reaction Database (ORD), a public repository of structured organic reaction records. The task is: describe an organic reaction: reactants, conditions, products, and yield Starting materials: C=CCC(CC=C)C1=CC2=C(OCO2)C=C1 (5-(Hepta-1,6-dien-4-yl)benzo[d][1,3]dioxole). Reagents/catalysts: Cl[Ru](Cl)([P](C1CCCCC1)(C2CCCCC2)C3CCCCC3)([P](C4CCCCC4)(C5CCCCC5)C6CCCCC6)=CC7=CC=CC=C7 (Grubbs I). The solvent is C(Cl)Cl (CH2Cl2). Conditions: time 48 hour. Product: C1(CC=CC1)C1=CC2=C(OCO2)C=C1 (5-(Cyclopent-3-enyl)benzo[d][1,3]dioxole). Isolated yield 32.3%. Reaction SMILES: C=C[CH2:3][CH:4]([C:8]1[CH:16]=[CH:15][C:11]2[O:12][CH2:13][O:14][C:10]=2[CH:9]=1)[CH2:5][CH:6]=[CH2:7]>C(Cl)Cl.Cl[Ru](=CC1C=CC=CC=1)([P](C1CCCCC1)(C1CCCCC1)C1CCCCC1)([P](C1CCCCC1)(C1CCCCC1)C1CCCCC1)Cl>[CH:4]1([C:8]2[CH:16]=[CH:15][C:11]3[O:12][CH2:13][O:14][C:10]=3[CH:9]=2)[CH2:3][CH:7]=[CH:6][CH2:5]1 |^1:28,47|. Reported procedure: To a solution of Grubbs I (0.345 mmol, 0.284 g) in CH2Cl2 was added diene 97 (6.91 mmol, 1.49 g). The reaction mixture was stirred at room temperature for 48 h. The reaction mixture was purified by flash chromatography (hexanes) to afford compound 98 (0.42 g, 32%). Reactants: CCOc1cc(C(CC(=O)O)N2C(=O)c3ccccc3C2=O)ccc1OC, Cl, NO, C1CCOC1. Yields the product CCOc1cc(C(CC(=O)NO)N2C(=O)c3ccccc3C2=O)ccc1OC. Reaction SMILES: [CH2:1]([CH3:2])[O:3][c:4]1[cH:5][c:6]([CH:12]([CH2:13][C:14](=[O:15])[OH:16])[N:17]2[C:18](=[O:27])[c:19]3[c:20]([cH:23][cH:24][cH:25][cH:26]3)[C:21]2=[O:22])[cH:7][cH:8][c:9]1[O:10][CH3:11].[ClH:28].[NH2:29][OH:30].[O:31]1[CH2:32][CH2:33][CH2:34][CH2:35]1>>[CH2:1]([CH3:2])[O:3][c:4]1[cH:5][c:6]([CH:12]([CH2:13][C:14](=[O:15])[NH:29][OH:30])[N:17]2[C:18](=[O:27])[c:19]3[c:20]([cH:23][cH:24][cH:25][cH:26]3)[C:21]2=[O:22])[cH:7][cH:8][c:9]1[O:10][CH3:11]. Starting materials: Cc1ccc(CCNCc2ccc(C(C)(C)C)cc2)cc1, ClCCCl, ClCCl, Cl, O=C(O)c1c(F)c(F)cc2cc[nH]c12. Yields the product Cc1ccc(CCN(Cc2ccc(C(C)(C)C)cc2)C(=O)c2c(F)c(F)cc3cc[nH]c23)cc1. As a reaction SMILES: [C:15]([CH3:16])([CH3:17])([CH3:18])[c:19]1[cH:20][cH:21][c:22]([CH2:23][NH:24][CH2:25][CH2:26][c:27]2[cH:28][cH:29][c:30]([CH3:33])[cH:31][cH:32]2)[cH:34][cH:35]1.[CH2:36]([Cl:37])[CH2:38][Cl:39].[Cl:41][CH2:42][Cl:43].[ClH:40].[F:1][c:2]1[cH:3][c:4]2[cH:5][cH:6][nH:7][c:8]2[c:9]([C:12](=[O:13])[OH:14])[c:10]1[F:11]>>[F:1][c:2]1[cH:3][c:4]2[cH:5][cH:6][nH:7][c:8]2[c:9]([C:12](=[O:14])[N:24]([CH2:23][c:22]2[cH:21][cH:20][c:19]([C:15]([CH3:16])([CH3:17])[CH3:18])[cH:35][cH:34]2)[CH2:25][CH2:26][c:27]2[cH:28][cH:29][c:30]([CH3:33])[cH:31][cH:32]2)[c:10]1[F:11]. The reactants are C(=C)C1=C(C2=C(C(OC2)=O)C=C1)C (5-ethenyl-4-methyl-2-benzofuran-1(3H)-one), ClC1=CC(=CC=C1)C(=O)OO (meta-chloroperbenzoic acid). The solvent is C(Cl)Cl (DCM). Reaction conditions: time 8 hour. The product is CC1=C(C=CC=2C(OCC21)=O)C2OC2 (4-methyl-5-oxiran-2-yl-2-benzofuran-1(3H)-one). As a reaction SMILES: [CH:1]([C:3]1[CH:12]=[CH:11][C:6]2[C:7](=[O:10])[O:8][CH2:9][C:5]=2[C:4]=1[CH3:13])=[CH2:2].ClC1C=CC=C(C(OO)=[O:22])C=1>C(Cl)Cl>[CH3:13][C:4]1[C:5]2[CH2:9][O:8][C:7](=[O:10])[C:6]=2[CH:11]=[CH:12][C:3]=1[CH:1]1[CH2:2][O:22]1. Reported procedure: 5-ethenyl-4-methyl-2-benzofuran-1(3H)-one (1.5 g, 8.4 mmol) was added to DCM (25 mL) at 0° C. then meta-chloroperbenzoic acid (2.9 g, 17 mmol) was added and the mixture was stirred at room temperature overnight. The reaction mixture was washed once each with saturated aqueous Na2S2O3, saturated sodium bicarbonate, and brine. The organic layer was dried over Na2SO4, filtered, and evaporated to dryness. The crude material was purified by MPLC chromatography (eluting with 0-80% EtOAc/hexane solvent...